Dataset: the Open Reaction Database (ORD), a public repository of structured organic reaction records. Task: describe an organic reaction: reactants, conditions, products, and yield Starting materials: FC1=CC=C(C=C1)N1CCNCC1 (1-(4-fluorophenyl)piperazine), COC1=CC=C(C=C)C=C1 (para-methoxystyrene), [Li]CCCC (n-BuLi). The product is FC1=CC=C(C=C1)N1CCN(CC1)CCC1=CC=C(C=C1)OC (1-(4-fluorophenyl)-4-[2-(4-methoxyphenyl)-1-ethyl]piperazine). RXN SMILES: [F:1][C:2]1[CH:7]=[CH:6][C:5]([N:8]2[CH2:13][CH2:12][NH:11][CH2:10][CH2:9]2)=[CH:4][CH:3]=1.[CH3:14][O:15][C:16]1[CH:23]=[CH:22][C:19]([CH:20]=[CH2:21])=[CH:18][CH:17]=1.[Li]CCCC>>[F:1][C:2]1[CH:3]=[CH:4][C:5]([N:8]2[CH2:13][CH2:12][N:11]([CH2:21][CH2:20][C:19]3[CH:22]=[CH:23][C:16]([O:15][CH3:14])=[CH:17][CH:18]=3)[CH2:10][CH2:9]2)=[CH:6][CH:7]=1. Reported procedure: According to GP, 2.22 mmol (=0.40 g) of 1-(4-fluorophenyl)piperazine and 2.22 mmol (=0.30 g=0.30 ml) of para-methoxystyrene are reacted with 5 mol % (=0.111 mmol=70 μl) of n-BuLi solution. Column-chromatographic separation with ethyl acetate gives the product 1-(4-fluorophenyl)-4-[2-(4-methoxyphenyl)-1-ethyl]piperazine as a light-yellow solid. Starting materials: C1OC=2C=C(C=CC2O1)C(C(=O)OC)C (methyl 2-(3,4-methylenedioxyphenyl)propionate), Cl[Sn](Cl)(Cl)Cl (SnCl4), C(C1=CC=CC=C1)(=O)Cl (benzoyl chloride), C(=O)([O-])[O-].[Na+].[Na+] (Na2CO3). Run in C(Cl)Cl (CH2Cl2), C(Cl)Cl (CH2Cl2). Run at temperature 25 celsius. The product is C(C1=CC=CC=C1)(=O)C1=C(C=C2C(=C1)OCO2)C(C(=O)OC)C (Methyl 2-(2-Benzoyl-4,5-methylenedioxyphenyl)propionate). Isolated yield 23.0%. RXN SMILES: [CH2:1]1[O:9][C:8]2[CH:7]=[CH:6][C:5]([CH:10]([CH3:15])[C:11]([O:13][CH3:14])=[O:12])=[CH:4][C:3]=2[O:2]1.Cl[Sn](Cl)(Cl)Cl.[C:21](Cl)(=[O:28])[C:22]1[CH:27]=[CH:26][CH:25]=[CH:24][CH:23]=1.C([O-])([O-])=O.[Na+].[Na+]>C(Cl)Cl>[C:21]([C:6]1[CH:7]=[C:8]2[O:9][CH2:1][O:2][C:3]2=[CH:4][C:5]=1[CH:10]([CH3:15])[C:11]([O:13][CH3:14])=[O:12])(=[O:28])[C:22]1[CH:27]=[CH:26][CH:25]=[CH:24][CH:23]=1 |f:3.4.5|. Reported procedure: To a solution of methyl 2-(3,4-methylenedioxyphenyl)propionate (1.04 g, 5 mmol) in CH2Cl2 (30 mL) at 0° C. was added SnCl4 (1M solution in CH2Cl2, 9 mL, 9 mmol). Then a solution of benzoyl chloride (1 mL) in CH2Cl2 (10 mL) was added dropwise and the mixture obtained was warmed to 25° C. for 20 h with stirring. The reaction mixture was poured into a separatory funnel containing Na2CO3 solution (sat. 50 mL) and some ice. The organic layer was separated and the aqueous was extracted with CH2Cl2 (3×... The reactants are ClCC1=NC2=CC(=C(C=C2C(=N1)C1=CC(=C(C=C1)OC)OC)OC)OC (2-chloromethyl-4-(3,4-dimethoxyphenyl)-6,7-dimethoxyquinazoline), C(C)(C)(C)N (tert-butylamine). Run in ClCCl (dichloromethane). Reaction conditions: time 13 hour. The product is C(C)(C)(C)NCC1=NC2=CC(=C(C=C2C(=N1)C1=CC(=C(C=C1)OC)OC)OC)OC (2-(tert-butylaminomethyl)-4-(3,4-dimethoxyphenyl)-6,7-dimethoxyquinazoline). The yield is 39.4%. RXN SMILES: Cl[CH2:2][C:3]1[N:12]=[C:11]([C:13]2[CH:18]=[CH:17][C:16]([O:19][CH3:20])=[C:15]([O:21][CH3:22])[CH:14]=2)[C:10]2[C:5](=[CH:6][C:7]([O:25][CH3:26])=[C:8]([O:23][CH3:24])[CH:9]=2)[N:4]=1.[C:27]([NH2:31])([CH3:30])([CH3:29])[CH3:28]>ClCCl>[C:27]([NH:31][CH2:2][C:3]1[N:12]=[C:11]([C:13]2[CH:18]=[CH:17][C:16]([O:19][CH3:20])=[C:15]([O:21][CH3:22])[CH:14]=2)[C:10]2[C:5](=[CH:6][C:7]([O:25][CH3:26])=[C:8]([O:23][CH3:24])[CH:9]=2)[N:4]=1)([CH3:30])([CH3:29])[CH3:28]. Reported procedure: A mixture of 2-chloromethyl-4-(3,4-dimethoxyphenyl)-6,7-dimethoxyquinazoline (1.78 g), tert-butylamine (17.4 g) and dichloromethane (40 ml) was stirred at room temperature for 13 hours. The reaction mixture was washed with water, dried over magnesium sulfate, and concentrated under reduced pressure. The residue was subjected to column chromatography on silica gel. The fractions eluted with dichloromethane-ethanol (30:1, v/v) gave 2-(tert-butylaminomethyl)-4-(3,4-dimethoxyphenyl)-6,7-dimethoxyqui... Starting materials: CC(=O)[O-], [CH3], CCOC(=O)Cl, Cl, C1CNCCNC1, [Na+], [Na+], [OH-], O. Product: CCOC(=O)N1CCCNCC1. As a reaction SMILES: [CH3:17][C:18](=[O:19])[O-:20].[CH3:8].[Cl:10][C:11](=[O:12])[O:13][CH2:14][CH3:15].[ClH:9].[NH:1]1[CH2:2][CH2:3][NH:4][CH2:5][CH2:6][CH2:7]1.[Na+:16].[Na+:22].[OH-:21].[OH2:23]>>[N:1]1([C:11](=[O:12])[O:13][CH2:14][CH3:15])[CH2:2][CH2:3][NH:4][CH2:5][CH2:6][CH2:7]1. The reactants are BrC1=CC(=C(C(=O)OC)C=C1)CN1N=C(N(C1=O)C[C@@H](C(F)(F)F)O)C1=CC=C(C=C1)Cl (Methyl 4-bromo-2-({3-(4-chlorophenyl)-5-oxo-4-[(2S)-3,3,3-trifluoro-2-hydroxypropyl]-4,5-dihydro-1H-1,2,4-triazol-1-yl}methyl)benzoate), ClC1=C(C=CC=C1Cl)B(O)O (2,3-dichlorophenylboronic acid). Yields the product ClC1=C(C=CC=C1Cl)C1=CC(=C(C=C1)C(=O)OC)CN1N=C(N(C1=O)C[C@@H](C(F)(F)F)O)C1=CC=C(C=C1)Cl (Methyl 2′,3′-dichloro-3-({3-(4-chlorophenyl)-5-oxo-4-[(2S)-3,3,3-trifluoro-2-hydroxypropyl]-4,5-dihydro-1H-1,2,4-triazol-1-yl}methyl)biphenyl-4-carboxylate). Reaction SMILES: Br[C:2]1[CH:11]=[CH:10][C:5]([C:6]([O:8][CH3:9])=[O:7])=[C:4]([CH2:12][N:13]2[C:17](=[O:18])[N:16]([CH2:19][C@H:20]([OH:25])[C:21]([F:24])([F:23])[F:22])[C:15]([C:26]3[CH:31]=[CH:30][C:29]([Cl:32])=[CH:28][CH:27]=3)=[N:14]2)[CH:3]=1.[Cl:33][C:34]1[C:39]([Cl:40])=[CH:38][CH:37]=[CH:36][C:35]=1B(O)O>>[Cl:33][C:34]1[C:39]([Cl:40])=[CH:38][CH:37]=[CH:36][C:35]=1[C:2]1[CH:11]=[CH:10][C:5]([C:6]([O:8][CH3:9])=[O:7])=[C:4]([CH2:12][N:13]2[C:17](=[O:18])[N:16]([CH2:19][C@H:20]([OH:25])[C:21]([F:22])([F:24])[F:23])[C:15]([C:26]3[CH:31]=[CH:30][C:29]([Cl:32])=[CH:28][CH:27]=3)=[N:14]2)[CH:3]=1. Procedure details: Analogously to the preparation of Example 75, 455 mg (0.85 mmol) of the compound from Example 105A were reacted with 244 mg (1.28 mmol) of 2,3-dichlorophenylboronic acid. This gave 347 mg (57% of theory) of the target compound. The reactants are Cl.N[C@H](C(=O)OC)CC(C)(F)F (methyl (S)-2-amino-4,4-difluoropentanoate hydrochloride), N,O-bis(trimethylsilyl)-acetamide, C1CCCC12CCN(CC2)S(=O)(=O)Cl (8-azaspiro[4.5]decane-8-sulfonyl chloride). Run in C(C)#N (acetonitrile), C(C)#N (acetonitrile). Product: C1CCCC12CCN(CC2)S(=O)(=O)N[C@H](C(=O)OC)CC(C)(F)F (Methyl (S)-2-(8-azaspiro[4.5]decane-8-sulfonylamino)-4,4-difluoropentanoate). RXN SMILES: Cl.[NH2:2][C@@H:3]([CH2:8][C:9]([F:12])([F:11])[CH3:10])[C:4]([O:6][CH3:7])=[O:5].[CH2:13]1[C:17]2([CH2:22][CH2:21][N:20]([S:23](Cl)(=[O:25])=[O:24])[CH2:19][CH2:18]2)[CH2:16][CH2:15][CH2:14]1>C(#N)C>[CH2:13]1[C:17]2([CH2:18][CH2:19][N:20]([S:23]([NH:2][C@@H:3]([CH2:8][C:9]([F:11])([F:12])[CH3:10])[C:4]([O:6][CH3:7])=[O:5])(=[O:25])=[O:24])[CH2:21][CH2:22]2)[CH2:16][CH2:15][CH2:14]1 |f:0.1|. Procedure: In a reaction vessel, 100 mg of methyl (S)-2-amino-4,4-difluoropentanoate hydrochloride (0.49 mmol) were admixed with 320 mg of N,O-bis(trimethylsilyl)-acetamide (3.2 eq.) in 3 ml of acetonitrile. The reaction mixture was treated at 100° C. in a microwave for 30 min. 128 mg of 8-azaspiro[4.5]decane-8-sulfonyl chloride (1.1 eq.), dissolved in 2.5 ml of acetonitrile, were then added and the resulting reaction mixture was treated at 100° C. in a microwave for a further 2.5 h. The reaction mixture w... RXN SMILES: [CH2:1]([N:9]1[C:13](=[O:14])C=C[S:10]1=[O:15])[CH2:2][CH2:3][CH2:4][CH2:5][CH2:6][CH2:7][CH3:8].S(Cl)(Cl)(=O)=O.[CH2:21]([Cl:24])[CH2:22][Cl:23]>>[Cl:23][CH:22]1[CH:21]([Cl:24])[S:10](=[O:15])[N:9]([CH2:1][CH2:2][CH2:3][CH2:4][CH2:5][CH2:6][CH2:7][CH3:8])[C:13]1=[O:14]. The reactants are C(CCCCCCC)N1S(C=CC1=O)=O (2-n-octyl-4-isothiazolin-3-one 1-oxide), C(CCl)Cl (EDC), C(CCl)Cl (EDC), S(=O)(=O)(Cl)Cl (sulfuryl chloride), product. The product is ClC1C(N(S(C1Cl)=O)CCCCCCCC)=O (4,5-dichloro-2-n-octyl-3-isothiazolidinone 1-oxide). Procedure details: To a solution of 2.29g. (0.01 mole) of 2-n-octyl-4-isothiazolin-3-one 1-oxide in 3 ml. of EDC is added 1.2g. (0.01 mole) of sulfuryl chloride in 3 ml. of EDC. The mixture is stirred at room temperature over a weekend. The solution is filtered and concentrated to give an oil. The oil is further purified via column chromatography (100% benzene: silica) to give 1.0g. (33%) of product. The reactants are C(C)OC(\C(=C\C1=CC=C(C=C1)Br)\C#N)=O ((E)-3-(4-bromo-phenyl)-2-cyano-acrylic acid ethyl ester), BrC1=C(C=CC=C1)C(F)(F)F (2-bromobenzotrifluoride). RXN SMILES: [CH2:1]([O:3][C:4](=[O:16])/[C:5](/[C:14]#[N:15])=[CH:6]/[C:7]1[CH:12]=[CH:11][C:10]([Br:13])=[CH:9][CH:8]=1)[CH3:2].Br[C:18]1[CH:23]=[CH:22][CH:21]=[CH:20][C:19]=1[C:24]([F:27])([F:26])[F:25]>>[CH2:1]([O:3][C:4](=[O:16])[CH:5]([C:14]#[N:15])[CH:6]([C:7]1[CH:8]=[CH:9][C:10]([Br:13])=[CH:11][CH:12]=1)[C:18]1[CH:23]=[CH:22][CH:21]=[CH:20][C:19]=1[C:24]([F:27])([F:26])[F:25])[CH3:2]. The product is C(C)OC(C(C(C1=C(C=CC=C1)C(F)(F)F)C1=CC=C(C=C1)Br)C#N)=O (3-(4-Bromo-phenyl)-2-cyano-3-(2-trifluoromethyl-phenyl)-propionic acid ethyl ester). Procedure: In analogy to example 74, step 2, from (E)-3-(4-bromo-phenyl)-2-cyano-acrylic acid ethyl ester and 2-bromobenzotrifluoride (CAS RN: [392-83-6]) was prepared the title compound as a brown oil, MS (ESI−): m/z=424.0 ([M−H]−, 1Br). Starting materials: CCCCCCCCO, CC1(C)CCCC(C)(C)N1O, ClCCl, [Na+], O=C1CCC(=O)N1Br, O=C([O-])O. Product: CCCCCCCC=O. RXN SMILES: [CH2:1]([CH2:2][CH2:3][CH2:4][CH2:5][CH2:6][CH2:7][CH3:8])[OH:9].[CH3:15][C:16]1([CH3:25])[N:17]([O:18])[C:19]([CH3:20])([CH3:21])[CH2:22][CH2:23][CH2:24]1.[Cl:34][CH2:35][Cl:36].[Na+:10].[O:26]=[C:27]1[N:28]([Br:29])[C:30](=[O:31])[CH2:32][CH2:33]1.[OH:11][C:12](=[O:13])[O-:14]>>[CH:1]([CH2:2][CH2:3][CH2:4][CH2:5][CH2:6][CH2:7][CH3:8])=[O:9].